Dataset: the Open Reaction Database (ORD), a public repository of structured organic reaction records. Task: describe an organic reaction: reactants, conditions, products, and yield The reactants are Nc1ccc2ncnc(Nc3cccc(Br)c3)c2c1, COCCN(CC#CC(=O)O)CCOC, CN1CCOCC1, CC(C)COC(=O)Cl, C1CCOC1, c1ccncc1. Product: COCCN(CC#CC(=O)Nc1ccc2ncnc(Nc3cccc(Br)c3)c2c1)CCOC. RXN SMILES: [Br:31][c:32]1[cH:33][c:34]([NH:38][c:39]2[n:40][cH:41][n:42][c:43]3[cH:44][cH:45][c:46]([NH2:49])[cH:47][c:48]23)[cH:35][cH:36][cH:37]1.[CH3:16][O:17][CH2:18][CH2:19][N:20]([CH2:21][C:22]#[C:23][C:24](=[O:25])[OH:26])[CH2:27][CH2:28][O:29][CH3:30].[CH3:9][N:10]1[CH2:11][CH2:12][O:13][CH2:14][CH2:15]1.[Cl:1][C:2]([O:3][CH2:4][CH:5]([CH3:6])[CH3:7])=[O:8].[O:50]1[CH2:51][CH2:52][CH2:53][CH2:54]1.[cH:55]1[cH:56][cH:57][n:58][cH:59][cH:60]1>>[CH3:16][O:17][CH2:18][CH2:19][N:20]([CH2:21][C:22]#[C:23][C:24](=[O:26])[NH:49][c:46]1[cH:45][cH:44][c:43]2[n:42][cH:41][n:40][c:39]([NH:38][c:34]3[cH:33][c:32]([Br:31])[cH:37][cH:36][cH:35]3)[c:48]2[cH:47]1)[CH2:27][CH2:28][O:29][CH3:30].